The task is: describe an organic reaction: reactants, conditions, products, and yield. This data is from the Open Reaction Database (ORD), a public repository of structured organic reaction records. Reactants: CC(=O)C (Acetone), C(C)(=O)O[BH-](OC(C)=O)OC(C)=O.[Na+] (sodium triacetoxyborohydride), C(C)(=O)O (acetic acid), NC=1C=C2C=NNC2=CC1 (5-amino-1H-indazole). The solvent is ClCCCl (1,2-dichloroethane). Reaction conditions: time 20 hour. Product: C(C)(C)NC=1C=C2C=NNC2=CC1 (N-isopropyl-1H-indazol-5-amine). The yield is 76.1%. RXN SMILES: [CH3:1][C:2]([CH3:4])=O.C(O[BH-](OC(=O)C)OC(=O)C)(=O)C.[Na+].C(O)(=O)C.[NH2:23][C:24]1[CH:25]=[C:26]2[C:30](=[CH:31][CH:32]=1)[NH:29][N:28]=[CH:27]2>ClCCCl>[CH:2]([NH:23][C:24]1[CH:25]=[C:26]2[C:30](=[CH:31][CH:32]=1)[NH:29][N:28]=[CH:27]2)([CH3:4])[CH3:1] |f:1.2|. Procedure details: Acetone (25 μl, 0.340 mmol), sodium triacetoxyborohydride (83 mg, 0.392 mmol) and acetic acid (18 μl, 0.314 mmol) were added in that order to a solution of 5-amino-1H-indazole (40 mg, 0.300 mmol) in 1,2-dichloroethane (1 ml), and the resulting mixture was stirred at room temperature for 20 hours. The reaction was terminated by the use of a saturated aqueous sodium hydrogencarbonate solution (4 ml), followed by extraction with ethyl acetate. The solvent was distilled off under reduced pressure to... Reactants: COc1ccc(CNC(=O)C(C)C(=O)O)cc1, CN1C(=O)C(N)N=C(c2ccccc2)c2ccccc21. The product is COc1ccc(CNC(=O)C(C)C(=O)NC2N=C(c3ccccc3)c3ccccc3N(C)C2=O)cc1. Reaction SMILES: [CH3:21][CH:22]([C:23](=[O:24])[OH:25])[C:26](=[O:27])[NH:28][CH2:29][c:30]1[cH:31][cH:32][c:33]([O:36][CH3:37])[cH:34][cH:35]1.[NH2:1][CH:2]1[C:3](=[O:20])[N:4]([CH3:19])[c:5]2[c:6]([cH:15][cH:16][cH:17][cH:18]2)[C:7]([c:9]2[cH:10][cH:11][cH:12][cH:13][cH:14]2)=[N:8]1>>[NH:1]([CH:2]1[C:3](=[O:20])[N:4]([CH3:19])[c:5]2[c:6]([cH:15][cH:16][cH:17][cH:18]2)[C:7]([c:9]2[cH:10][cH:11][cH:12][cH:13][cH:14]2)=[N:8]1)[C:23]([CH:22]([CH3:21])[C:26](=[O:27])[NH:28][CH2:29][c:30]1[cH:31][cH:32][c:33]([O:36][CH3:37])[cH:34][cH:35]1)=[O:24]. Run in O (water), O (water). Reactants: C(C)(=O)SCCC(=O)NC1(CCCC1)C(=O)O (1-[(3-Acetylthiopropanoyl)amino]cyclopentane carboxylic acid), [OH-].[NH4+] (ammonium hydroxide). The product is SCCC(=O)NC1(CCCC1)C(=O)O (1-[(3-Mercaptopropanoyl)amino]cyclopentane carboxylic acid). Procedure details: The product of Example 3 (1.04 g.) is treated for 1 hour, under an argon blanket, with a solution of 2.4 ml. of water and 1.6 ml. of concentrated ammonium hydroxide solution. The reaction mixture is diluted with water, extracted twice with ethyl acetate, the aqueous phase is acidified with concentrated hydrochloric acid and extracted into ethyl acetate. The ethyl acetate extract is dried over magnesium sulfate and concentrated in vacuo. The product, 1-[(3-mercaptopropanoyl)amino]cyclopentane car... Reaction SMILES: C([S:4][CH2:5][CH2:6][C:7]([NH:9][C:10]1([C:15]([OH:17])=[O:16])[CH2:14][CH2:13][CH2:12][CH2:11]1)=[O:8])(=O)C.[OH-].[NH4+]>O>[SH:4][CH2:5][CH2:6][C:7]([NH:9][C:10]1([C:15]([OH:17])=[O:16])[CH2:11][CH2:12][CH2:13][CH2:14]1)=[O:8] |f:1.2|. Reactants: C[Si](OC(=C)C=C)(C)C (2-(Trimethylsiloxy)-1,3-butadiene), C1(CC1)=CC(=O)OCC (ethyl cyclopropylideneacetate). The solvent is C1(=CC=CC=C1)C (toluene). Conditions: temperature 130 celsius. The product is C[Si](OC1=CCC(C2(CC2)C1)C(=O)OCC)(C)C (ethyl 7-[(trimethylsilyl)oxy]spiro[2.5]oct-6-ene-4-carboxylate). RXN SMILES: [CH3:1][Si:2]([CH3:9])([CH3:8])[O:3][C:4]([CH:6]=[CH2:7])=[CH2:5].[C:10]1(=[CH:13][C:14]([O:16][CH2:17][CH3:18])=[O:15])[CH2:12][CH2:11]1>C1(C)C=CC=CC=1>[CH3:1][Si:2]([CH3:9])([CH3:8])[O:3][C:4]1[CH2:5][C:10]2([CH2:12][CH2:11]2)[CH:13]([C:14]([O:16][CH2:17][CH3:18])=[O:15])[CH2:7][CH:6]=1. Reported procedure: 2-(Trimethylsiloxy)-1,3-butadiene (900 mg, 6.33 mmol) and ethyl cyclopropylideneacetate (2195 mg, 17.40 mmol) were combined in toluene (3 ml) and heated to 130° C. for 14 h. The mixture was then allowed to cool to room temperature and concentrated in vacuo to yield ethyl 7-[(trimethylsilyl)oxy]spiro[2.5]oct-6-ene-4-carboxylate that was used without further purification in the subsequent reaction. The reactants are BrCC1=CC=CC(=N1)CC1=C(NC2=CC(=CC=C12)OC)C1=CC=CC=C1 (3-[6-(bromomethyl)pyridin-2-ylmethyl]-6-methoxy-2-phenyl-1H-indole), [C-]#N.[K+] (potassium cyanide). Solvent: O.C(C)O.O1CCCC1 (water ethanol tetrahydrofuran). Run at temperature 80 celsius, time 13.5 hour. Yields the product COC1=CC=C2C(=C(NC2=C1)C1=CC=CC=C1)CC1=CC=CC(=N1)CC#N ([6-(6-Methoxy-2-phenyl-1H-indol-3-ylmethyl)pyridin-2-yl]acetonitrile). Isolated yield 88.3%. Reaction SMILES: Br[CH2:2][C:3]1[N:8]=[C:7]([CH2:9][C:10]2[C:18]3[C:13](=[CH:14][C:15]([O:19][CH3:20])=[CH:16][CH:17]=3)[NH:12][C:11]=2[C:21]2[CH:26]=[CH:25][CH:24]=[CH:23][CH:22]=2)[CH:6]=[CH:5][CH:4]=1.[C-:27]#[N:28].[K+]>O.C(O)C.O1CCCC1>[CH3:20][O:19][C:15]1[CH:14]=[C:13]2[C:18]([C:10]([CH2:9][C:7]3[N:8]=[C:3]([CH2:2][C:27]#[N:28])[CH:4]=[CH:5][CH:6]=3)=[C:11]([C:21]3[CH:22]=[CH:23][CH:24]=[CH:25][CH:26]=3)[NH:12]2)=[CH:17][CH:16]=1 |f:1.2,3.4.5|. Procedure: To a solution of 3-[6-(bromomethyl)pyridin-2-ylmethyl]-6-methoxy-2-phenyl-1H-indole (1.37 g) in water/ethanol/tetrahydrofuran (4 mL/16 mL/4 mL) was added potassium cyanide (263 mg), and the mixture was stirred at 80° C. for 13.5 hours. The reaction mixture was left to be cooled and concentrated under reduced pressure. To the residue was added water, followed by extraction with dichloromethane. The organic layer was concentrated under reduced pressure. The residue was purified by silica gel colum... Starting materials: C(=O)(O)[O-].[Na+] (NaHCO3), C[Sn](C1=CC=C2C=CC=NC2=C1)(C)C (7-Trimethylstannylquinoline), CC(=O)OO (CH3CO2OH), [Li]C.[Li+].[Br-] (MeLi LiBr), BrBr (Br2), C(Cl)(Cl)Cl (CHCl3). Solvent: C1CCOC1 (THF). Conditions: time 8 hour. The product is BrC1=CC=C2C=CC(=NC2=C1)Cl (7-Bromo-2-chloroquinoline). The yield is 10.0%. RXN SMILES: C[Sn](C)(C)[C:3]1[CH:12]=[C:11]2[C:6]([CH:7]=[CH:8]C=[N:10]2)=[CH:5][CH:4]=1.[Li]C.[Li+].[Br-:18].BrBr.CC(OO)=O.C([O-])(O)=O.[Na+].[CH:31]([Cl:34])(Cl)Cl>C1COCC1>[Br:18][C:3]1[CH:12]=[C:11]2[C:6]([CH:7]=[CH:8][C:31]([Cl:34])=[N:10]2)=[CH:5][CH:4]=1 |f:1.2.3,6.7|. Reported procedure: To a -78° C. solution of 18 (890 mg, 3.0 mmol) in dry THF (20 ml) was slowly added MeLi/LiBr (1.5M in ether, 2.2 ml, 3.3 mmol). The solution was stirred 30 min. at -78° C. at which time Br2 (excess) was added dropwise. The solution was warmed to room temperature, quenched with water, and the mixture extracted with ether. The combined ether extracts were dried (MgSO4) and concentrated. The residue was taken up in CH2Cl2 and passed through a short silica gel pad. The appropriate fractions were con... Starting materials: C(C)(=O)OCC (ethyl acetate), C(CN)N (ethylene diamine), ClC(=O)OCC1=CC=C(C=C1)[N+](=O)[O-] (4-nitrobenzyl chloroformate). The solvent is O (water), O (water), O1CCCC1 (tetrahydrofuran), O1CCOCC1 (dioxane). Yields the product [N+](=O)([O-])C1=CC=C(COC(=O)NCCNC(=O)OCC2=CC=C(C=C2)[N+](=O)[O-])C=C1 (1,2-Di(4-nitrobenzyloxycarbonylamino)ethane). Reaction SMILES: [CH2:1]([NH2:4])[CH2:2][NH2:3].Cl[C:6]([O:8][CH2:9][C:10]1[CH:15]=[CH:14][C:13]([N+:16]([O-:18])=[O:17])=[CH:12][CH:11]=1)=[O:7].[C:19]([O:22][CH2:23][CH3:24])(=[O:21])C>O.O1CCCC1.O1CCOCC1>[N+:16]([C:13]1[CH:14]=[CH:15][C:10]([CH2:9][O:8][C:6]([NH:3][CH2:2][CH2:1][NH:4][C:19]([O:22][CH2:23][C:24]2[CH:15]=[CH:14][C:13]([N+:16]([O-:18])=[O:17])=[CH:12][CH:11]=2)=[O:21])=[O:7])=[CH:11][CH:12]=1)([O-:18])=[O:17]. Procedure: To a vigorously shaken solution of 1.39 g of ethylene diamine in 20 ml of water and 20 ml of tetrahydrofuran was added over 45 minutes a solution of 5 g of 4-nitrobenzyl chloroformate in 20 ml of dioxane. The mixture was allowed to warm to room temperature, and 150 ml of ethyl acetate and 200 ml of water were added. The mixture was filtered, and the filtrate dried to afford 2.67 g of the title compound. Product: CC1(C2=C(CN(C1)S(=O)(=O)C1=C(C=CC=C1)[N+](=O)[O-])C=C(S2)C(=O)O)C (7,7-dimethyl-5-(2-nitrophenylsulfonyl)-4,5,6,7-tetrahydrothieno[3,2-c]pyridine-2-carboxylic acid). Isolated yield 95.2%. Procedure: To a solution of ethyl 7,7-dimethyl-5-(2-nitrophenylsulfonyl)-4,5,6,7-tetrahydrothieno[3,2-c]pyridine-2-carboxylate (32.6 g, 76.8 mmol) in THF (853 mL) was added 1.0 M aqueous LiOH (307 mL, 307 mmol) and the reaction mixture stirred overnight at room temperature. The solution was concentrated and the residue dissolved in water (100 mL) and neutralized with 1.0 M aqueous HCl (307 mL). The resulting precipitate was collected via vacuum filtration to afford white solid (29 g, 95%). LCMS (FA) ES+ 39... Starting materials: CC1(C2=C(CN(C1)S(=O)(=O)C1=C(C=CC=C1)[N+](=O)[O-])C=C(S2)C(=O)OCC)C (ethyl 7,7-dimethyl-5-(2-nitrophenylsulfonyl)-4,5,6,7-tetrahydrothieno[3,2-c]pyridine-2-carboxylate), [Li+].[OH-] (LiOH). Run at time 8 hour. Reaction SMILES: [CH3:1][C:2]1([CH3:28])[CH2:7][N:6]([S:8]([C:11]2[CH:16]=[CH:15][CH:14]=[CH:13][C:12]=2[N+:17]([O-:19])=[O:18])(=[O:10])=[O:9])[CH2:5][C:4]2[CH:20]=[C:21]([C:23]([O:25]CC)=[O:24])[S:22][C:3]1=2.[Li+].[OH-]>C1COCC1>[CH3:1][C:2]1([CH3:28])[CH2:7][N:6]([S:8]([C:11]2[CH:16]=[CH:15][CH:14]=[CH:13][C:12]=2[N+:17]([O-:19])=[O:18])(=[O:10])=[O:9])[CH2:5][C:4]2[CH:20]=[C:21]([C:23]([OH:25])=[O:24])[S:22][C:3]1=2 |f:1.2|. Run in C1CCOC1 (THF). The reactants are Oc1ccccc1Br, CC(C)(C)OC(=O)N1CCC(OS(C)(=O)=O)CC1, O=C([O-])[O-], [K+], [K+], CN(C)C=O, O. The product is CC(C)(C)OC(=O)N1CCC(Oc2ccccc2Br)CC1. Reaction SMILES: [Br:1][c:2]1[c:3]([OH:8])[cH:4][cH:5][cH:6][cH:7]1.[C:15]([CH3:16])([CH3:17])([CH3:18])[O:19][C:20](=[O:21])[N:22]1[CH2:23][CH2:24][CH:25]([O:28][S:29]([CH3:30])(=[O:31])=[O:32])[CH2:26][CH2:27]1.[C:9](=[O:10])([O-:11])[O-:12].[K+:13].[K+:14].[O:33]=[CH:34][N:35]([CH3:36])[CH3:37].[OH2:38]>>[Br:1][c:2]1[c:3]([O:8][CH:25]2[CH2:24][CH2:23][N:22]([C:20]([O:19][C:15]([CH3:16])([CH3:17])[CH3:18])=[O:21])[CH2:27][CH2:26]2)[cH:4][cH:5][cH:6][cH:7]1. The reactants are C(C)(C)(C)OC(=O)N1C[C@@H](CC1)NC=1C=C2N3[C@@H](C(NN=C3COC2=CC1Br)=O)C ((R)-3-((R)-7-bromo-4-methyl-3-oxo-2,3,4,10-tetrahydro-9-oxa-1,2,4a-triaza-phenanthren-6-ylamino)-pyrrolidine-1-carboxylic acid tert-butyl ester), C(=O)([O-])[O-].[K+].[K+] (K2CO3), C(C)O/C=C/B1OC(C(O1)(C)C)(C)C (2-((E)-2-ethoxy-vinyl)-4,4,5,5-tetramethyl-[1,3,2]dioxaborolane). Reagents/catalysts: C1=CC=C(C=C1)P([C-]2C=CC=C2)C3=CC=CC=C3.C1=CC=C(C=C1)P([C-]2C=CC=C2)C3=CC=CC=C3.Cl[Pd]Cl.[Fe+2].C(Cl)Cl (PdCl2(dppf) CH2Cl2). Run in O1CCOCC1 (dioxane), O (water). Reaction conditions: temperature 100 celsius, time 3 hour. Product: C(C)(C)(C)OC(=O)N1C[C@@H](CC1)NC=1C=C2N3[C@@H](C(NN=C3COC2=CC1\C=C\OCC)=O)C ((R)-3-[(R)-7-((E)-2-ethoxy-vinyl)-4-methyl-3-oxo-2,3,4,10-tetrahydro-9-oxa-1,2,4a-triaza-phenanthren-6-ylamino]-pyrrolidine-1-carboxylic acid tert-butyl ester). Isolated yield 75.2%. Reaction SMILES: [C:1]([O:5][C:6]([N:8]1[CH2:12][CH2:11][C@@H:10]([NH:13][C:14]2[CH:15]=[C:16]3[C:25](=[CH:26][C:27]=2Br)[O:24][CH2:23][C:22]2[N:17]3[C@H:18]([CH3:30])[C:19](=[O:29])[NH:20][N:21]=2)[CH2:9]1)=[O:7])([CH3:4])([CH3:3])[CH3:2].C([O-])([O-])=O.[K+].[K+].[CH2:37]([O:39]/[CH:40]=[CH:41]/B1OC(C)(C)C(C)(C)O1)[CH3:38]>O1CCOCC1.O.C1C=CC(P(C2C=CC=CC=2)[C-]2C=CC=C2)=CC=1.C1C=CC(P(C2C=CC=CC=2)[C-]2C=CC=C2)=CC=1.Cl[Pd]Cl.[Fe+2].C(Cl)Cl>[C:1]([O:5][C:6]([N:8]1[CH2:12][CH2:11][C@@H:10]([NH:13][C:14]2[CH:15]=[C:16]3[C:25](=[CH:26][C:27]=2/[CH:38]=[CH:37]/[O:39][CH2:40][CH3:41])[O:24][CH2:23][C:22]2[N:17]3[C@H:18]([CH3:30])[C:19](=[O:29])[NH:20][N:21]=2)[CH2:9]1)=[O:7])([CH3:4])([CH3:3])[CH3:2] |f:1.2.3,7.8.9.10.11|. Procedure: To a mixture of (R)-3-((R)-7-bromo-4-methyl-3-oxo-2,3,4,10-tetrahydro-9-oxa-1,2,4a-triaza-phenanthren-6-ylamino)-pyrrolidine-1-carboxylic acid tert-butyl ester (0.5 g, 0.625 mmol), PdCl2(dppf)-CH2Cl2 adduct (0.05 g, 0.06 mmol) and K2CO3 (0.43 g, 1.87 mmol) in dioxane (24 mL) and water (4 mL) was added 2-((E)-2-ethoxy-vinyl)-4,4,5,5-tetramethyl-[1,3,2]dioxaborolane (0.123 g, 0.62 mmol) and the reaction mixture was stirred at 100° C. for 3 h. The reaction mixture was cooled to ambient temperature ...